describe an organic reaction: reactants, conditions, products, and yield From a dataset of the Open Reaction Database (ORD), a public repository of structured organic reaction records. Starting materials: CC(C)(C)OC(=O)NCC(=O)OC1(CCOc2ccc3c(Oc4ccc(NC(=O)C5(C(=O)Nc6ccccc6)CC5)cc4F)ccnc3c2)CC1, CCOC(C)=O, Cl. Product: Cl, NCC(=O)OC1(CCOc2ccc3c(Oc4ccc(NC(=O)C5(C(=O)Nc6ccccc6)CC5)cc4F)ccnc3c2)CC1. RXN SMILES: [C:1]([O:2][C:3](=[O:4])[NH:8][CH2:9][C:10](=[O:11])[O:12][C:13]1([CH2:16][CH2:17][O:18][c:19]2[cH:20][cH:21][c:22]3[c:23]([O:29][c:30]4[c:31]([F:51])[cH:32][c:33]([NH:36][C:37](=[O:38])[C:39]5([C:42]([NH:43][c:44]6[cH:45][cH:46][cH:47][cH:48][cH:49]6)=[O:50])[CH2:40][CH2:41]5)[cH:34][cH:35]4)[cH:24][cH:25][n:26][c:27]3[cH:28]2)[CH2:14][CH2:15]1)([CH3:5])([CH3:6])[CH3:7].[CH3:53][CH2:54][O:55][C:56]([CH3:57])=[O:58].[ClH:52]>>[ClH:52].[NH2:8][CH2:9][C:10](=[O:11])[O:12][C:13]1([CH2:16][CH2:17][O:18][c:19]2[cH:20][cH:21][c:22]3[c:23]([O:29][c:30]4[c:31]([F:51])[cH:32][c:33]([NH:36][C:37](=[O:38])[C:39]5([C:42]([NH:43][c:44]6[cH:45][cH:46][cH:47][cH:48][cH:49]6)=[O:50])[CH2:40][CH2:41]5)[cH:34][cH:35]4)[cH:24][cH:25][n:26][c:27]3[cH:28]2)[CH2:14][CH2:15]1.